From a dataset of the Open Reaction Database (ORD), a public repository of structured organic reaction records. describe an organic reaction: reactants, conditions, products, and yield Starting materials: C(C)C1=CC=C(C=C1)C1=NC2=CC=CC=C2C(N1)=O (2-(4-ethylphenyl)quinazolin-4(3H)-one), S(=O)(Cl)Cl (thionyl chloride). Solvent: CN(C=O)C (dimethylformamide). The product is ClC1=NC(=NC2=CC=CC=C12)C1=CC=C(C=C1)CC (4-chloro-2-(4-ethylphenyl)quinazoline). Reaction SMILES: [CH2:1]([C:3]1[CH:8]=[CH:7][C:6]([C:9]2[NH:18][C:17](=O)[C:16]3[C:11](=[CH:12][CH:13]=[CH:14][CH:15]=3)[N:10]=2)=[CH:5][CH:4]=1)[CH3:2].S(Cl)([Cl:22])=O>CN(C)C=O>[Cl:22][C:17]1[C:16]2[C:11](=[CH:12][CH:13]=[CH:14][CH:15]=2)[N:10]=[C:9]([C:6]2[CH:7]=[CH:8][C:3]([CH2:1][CH3:2])=[CH:4][CH:5]=2)[N:18]=1. Procedure details: A mixture of 7.43 g of 2-(4-ethylphenyl)quinazolin-4(3H)-one and 50 ml of thionyl chloride was treated with 2.17 g of dimethylformamide as described in Example I. The solid was recrystallized twice from petroleum ether (60°-110° fraction) to give 4.23 g of light-colored 4-chloro-2-(4-ethylphenyl)quinazoline, m.p. 75.5°-76.5°; ir and nmr spectra were consistent with the assigned structure. Starting materials: O=C1C(SC2=NC3=CC=CC=C3CN21)=CC(=O)O ((3-oxo-5H-thiazolo[2,3-b]quinazolin-2(3H)-ylidene)acetic acid), C(C)(C)(C)NCC1=CC=CC=C1 (N-(tert-butyl)benzylamine), Cl (hydrochloric acid), O=C1OCCN1N(P(=O)(N)Cl)N1C(OCC1)=O (N,N-bis(2-oxo-3-oxazolidinyl)phosphorodiamidic chloride). The solvent is ClCCl (dichloromethane), C(C)N(CC)CC (triethylamine). Conditions: temperature 10 celsius, time 2 hour. The product is C(C)(C)(C)N(C(C=C1C(N2C(=NC3=CC=CC=C3C2)S1)=O)=O)CC1=CC=CC=C1 (N-tert-butyl-N-benzyl(3-oxo-5H-thiazolo[2,3-b]quinazolin-2(3H)-ylidene)acetamide). RXN SMILES: [O:1]=[C:2]1[N:14]2[C:5](=[N:6][C:7]3[C:12]([CH2:13]2)=[CH:11][CH:10]=[CH:9][CH:8]=3)[S:4][C:3]1=[CH:15][C:16]([OH:18])=O.[C:19]([NH:23][CH2:24][C:25]1[CH:30]=[CH:29][CH:28]=[CH:27][CH:26]=1)([CH3:22])([CH3:21])[CH3:20].O=C1N(N(N2CCOC2=O)P(Cl)(N)=O)CCO1.Cl>ClCCl.C(N(CC)CC)C>[C:19]([N:23]([CH2:24][C:25]1[CH:30]=[CH:29][CH:28]=[CH:27][CH:26]=1)[C:16](=[O:18])[CH:15]=[C:3]1[S:4][C:5]2=[N:6][C:7]3[C:12]([CH2:13][N:14]2[C:2]1=[O:1])=[CH:11][CH:10]=[CH:9][CH:8]=3)([CH3:22])([CH3:20])[CH3:21]. Procedure details: The compound, (3-oxo-5H-thiazolo[2,3-b]quinazolin-2(3H)-ylidene)acetic acid (compound IIIa), triethylamine, and N-(tert-butyl)benzylamine, in relative molar amounts of 1, 2, and 1, respectively, are dissolved in dichloromethane, and the solution is cooled to 10° C. The compound, N,N-bis(2-oxo-3-oxazolidinyl)phosphorodiamidic chloride, (relative molar amount, 1) is added to the reaction mixture, which is then stirred at about 25° C. for about 2 hours. Following acidification with dilute hydrochlo... Procedure: A solution of 1.5 g. (0.01 m.) of p-ureidoaniline in 50 ml. of methanol is added to a solution of 2.1 g. (0.01 m.) of 3,5-diacetyl-4,6-dihydroxy 2H-pyran-2-one in 150 ml. of methanol. A solid is formed immediately and the mixture is refluxed for 12 hours. The filtered solid is recrystallized to give 5-acetyl-4-hydroxy-3-[1-(p-ureidophenylamino)ethylidene]-2H-pyran-2,6(3H)-dione, m.p. 250°-253° C. The product is C(C)(=O)C1=C(C(C(OC1=O)=O)=C(C)NC1=CC=C(C=C1)NC(=O)N)O (5-acetyl-4-hydroxy-3-[1-(p-ureidophenylamino)ethylidene]-2H-pyran-2,6(3H)-dione). Starting materials: N(C(=O)N)C1=CC=C(N)C=C1 (p-ureidoaniline), C(C)(=O)C=1C(OC(=C(C1O)C(C)=O)O)=O (3,5-diacetyl-4,6-dihydroxy 2H-pyran-2-one). As a reaction SMILES: [NH:1]([C:5]1[CH:11]=[CH:10][C:8]([NH2:9])=[CH:7][CH:6]=1)[C:2]([NH2:4])=[O:3].[C:12]([C:15]1[C:16](=[O:26])[O:17][C:18]([OH:25])=[C:19]([C:22](=O)[CH3:23])[C:20]=1[OH:21])(=[O:14])[CH3:13]>CO>[C:12]([C:15]1[C:16](=[O:26])[O:17][C:18](=[O:25])[C:19](=[C:22]([NH:9][C:8]2[CH:10]=[CH:11][C:5]([NH:1][C:2]([NH2:4])=[O:3])=[CH:6][CH:7]=2)[CH3:23])[C:20]=1[OH:21])(=[O:14])[CH3:13]. Run in CO (methanol), CO (methanol). The reactants are ClC=1C=C(C=C(C1)Cl)SC1=C(N=C(N1C)CC(=O)OC)C(C)C (methyl [5-(3,5-dichlorophenylthio)-4-isopropyl-1-methyl-1H-imidazol-2-yl]acetate), [OH-].[Na+] (sodium hydroxide), Cl (hydrochloric acid). Run in CO (methanol), CO (methanol). Run at time 1.5 hour. Product: ClC=1C=C(C=C(C1)Cl)SC1=C(N=C(N1C)CC(=O)O)C(C)C ([5-(3,5-Dichlorophenylthio)-4-isopropyl-1-methyl-1H-imidazol-2-yl]acetic Acid). Yield: 90.4%. Reaction SMILES: [Cl:1][C:2]1[CH:3]=[C:4]([S:9][C:10]2[N:14]([CH3:15])[C:13]([CH2:16][C:17]([O:19]C)=[O:18])=[N:12][C:11]=2[CH:21]([CH3:23])[CH3:22])[CH:5]=[C:6]([Cl:8])[CH:7]=1.[OH-].[Na+].Cl>CO>[Cl:1][C:2]1[CH:3]=[C:4]([S:9][C:10]2[N:14]([CH3:15])[C:13]([CH2:16][C:17]([OH:19])=[O:18])=[N:12][C:11]=2[CH:21]([CH3:23])[CH3:22])[CH:5]=[C:6]([Cl:8])[CH:7]=1 |f:1.2|. Procedure details: A mixture of methanol (1 ml), 0.10 g of methyl [5-(3,5-dichlorophenylthio)-4-isopropyl-1-methyl-1H-imidazol-2-yl]acetate (33)and 1N-sodium hydroxide (0.32 ml)was stirred at room temperature for 1.5 hours. To the reaction mixture was added 0.32 ml of 1N-hydrochloric acid to yield crystals, which were filtered, washed with water and then with chilled methanol to obtain 87 mg of the target compound (Compound I-80)(yield 90%). mp 118° C. (degradation). Starting materials: BrC1=CC=C(C=C1)C1=CC(=C(C=C1)O[Si](C)(C)C(C)(C)C)F (4'-bromo-3-fluoro-4-(t-butyldimethylsiloxy)biphenyl), C(CCCC)[Si]1(CCC(CC1)=O)C1=CC=CC=C1 (4-pentyl-4-phenyl-4-silacyclohexanone), BrCC(C(F)F)(F)F (1-bromo-2,2,3,3-tetrafluoro-n-propane). Product: C(CCCC)[Si@@H]1CC[C@H](CC1)C1=CC=C(C=C1)C1=CC(=C(C=C1)OCC(C(F)F)(F)F)F (4'-(trans-4-n-pentyl-4-silacyclohexyl)-3-fluoro-4-(2,2,3,3-tetrafluoro-n-propoxy)biphenyl). As a reaction SMILES: Br[C:2]1[CH:7]=[CH:6][C:5]([C:8]2[CH:13]=[CH:12][C:11]([O:14][Si](C(C)(C)C)(C)C)=[C:10]([F:22])[CH:9]=2)=[CH:4][CH:3]=1.C([Si:28]1([C:35]2[CH:40]=[CH:39][CH:38]=[CH:37]C=2)[CH2:33][CH2:32][C:31](=O)[CH2:30][CH2:29]1)CCCC.Br[CH2:42][C:43]([F:48])([F:47])[CH:44]([F:46])[F:45]>>[CH2:35]([Si@H:28]1[CH2:29][CH2:30][C@H:31]([C:2]2[CH:3]=[CH:4][C:5]([C:8]3[CH:13]=[CH:12][C:11]([O:14][CH2:42][C:43]([F:48])([F:47])[CH:44]([F:46])[F:45])=[C:10]([F:22])[CH:9]=3)=[CH:6][CH:7]=2)[CH2:32][CH2:33]1)[CH2:40][CH2:39][CH2:38][CH3:37]. Procedure details: The general procedure of Example 17 was repeated using 4'-bromo-3-fluoro-4-(t-butyldimethylsiloxy)biphenyl, 4-pentyl-4-phenyl-4-silacyclohexanone, and 1-bromo-2,2,3,3-tetrafluoro-n-propane, thereby obtaining the intended compound.